Task: describe an organic reaction: reactants, conditions, products, and yield. Dataset: the Open Reaction Database (ORD), a public repository of structured organic reaction records The reactants are C[N+](C)(C)Cc1ccccc1, CC1=CC(C)(C)CC1=O, CO, C[N+](=O)[O-], [OH-]. The product is CC1C(=O)CC(C)(C)C1C=O. Reaction SMILES: [CH2:15]([N+:16]([CH3:17])([CH3:18])[CH3:19])[c:20]1[cH:21][cH:22][cH:23][cH:24][cH:25]1.[CH3:1][C:2]1=[CH:6][C:5]([CH3:7])([CH3:8])[CH2:4][C:3]1=[O:9].[CH3:26][OH:27].[N+:10]([O-:11])(=[O:12])[CH3:13].[OH-:14]>>[CH3:1][CH:2]1[C:3](=[O:9])[CH2:4][C:5]([CH3:7])([CH3:8])[CH:6]1[CH:13]=[O:14]. The reactants are ClCCNC(=O)N(C1[C@H](O)[C@@H](O)[C@H](O)[C@H](O1)CO)CCCC (1-(2-chloroethyl)-3-n-butyl-3-D-glucopyranosylurea), C([O-])([O-])=O.[Na+].[Na+] (sodium carbonate), [N+](=O)([N+](=O)[O-])[O-] (nitrogen tetroxide). Solvent: O1CCCC1 (tetrahydrofuran), C(Cl)Cl (methylene chloride). Product: ClCCN(C(=O)N(C1[C@H](O)[C@@H](O)[C@H](O)[C@H](O1)CO)CCCC)N=O (1-(2-chloroethyl)-1-nitroso-3-n-butyl-3-D-glucopyranosylurea). Yield: 78.6%. Reaction SMILES: [Cl:1][CH2:2][CH2:3][NH:4][C:5]([N:7]([CH2:19][CH2:20][CH2:21][CH3:22])[CH:8]1[O:16][C@H:15]([CH2:17][OH:18])[C@@H:13]([OH:14])[C@H:11]([OH:12])[C@H:9]1[OH:10])=[O:6].C(=O)([O-])[O-].[Na+].[Na+].[N+:29]([O-])([N+]([O-])=O)=[O:30]>O1CCCC1.C(Cl)Cl>[Cl:1][CH2:2][CH2:3][N:4]([N:29]=[O:30])[C:5]([N:7]([CH2:19][CH2:20][CH2:21][CH3:22])[CH:8]1[O:16][C@H:15]([CH2:17][OH:18])[C@@H:13]([OH:14])[C@H:11]([OH:12])[C@H:9]1[OH:10])=[O:6] |f:1.2.3|. Reported procedure: 3.4 g of 1-(2-chloroethyl)-3-n-butyl-3-D-glucopyranosylurea are dissolved in a mixture of 60 ml of tetrahydrofuran and 60 ml of methylene chloride, and 15 g of sodium carbonate anhydrate are added thereto. 5 g of nitrogen tetroxide gas are introduced into the mixture for 10 minutes under ice-cooling. The mixture is treated in the same manner as described in Example 2. 2.9 g of 1-(2-chloroethyl)-1-nitroso-3-n-butyl-3-D-glucopyranosylurea are thereby obtained as yellow caramel.